This data is from the Open Reaction Database (ORD), a public repository of structured organic reaction records. The task is: describe an organic reaction: reactants, conditions, products, and yield The reactants are CC(C)(C)OC(=O)N1CCC(CNc2nccnc2Cl)CC1, C[O-], CO, [Na+]. Product: COc1nccnc1NCC1CCN(C(=O)OC(C)(C)C)CC1. Reaction SMILES: [C:1]([CH3:2])([CH3:3])([CH3:4])[O:5][C:6](=[O:7])[N:8]1[CH2:9][CH2:10][CH:11]([CH2:14][NH:15][c:16]2[n:17][cH:18][cH:19][n:20][c:21]2[Cl:22])[CH2:12][CH2:13]1.[CH3:23][O-:24].[CH3:26][OH:27].[Na+:25]>>[C:1]([CH3:2])([CH3:3])([CH3:4])[O:5][C:6](=[O:7])[N:8]1[CH2:9][CH2:10][CH:11]([CH2:14][NH:15][c:16]2[n:17][cH:18][cH:19][n:20][c:21]2[O:24][CH3:23])[CH2:12][CH2:13]1. Reactants: O=C1OC2CC1CCC2Br, C1CCOC1, N. Yields the product NC(=O)C1CCC(Br)C(O)C1. RXN SMILES: [Br:1][CH:2]1[CH2:3][CH2:4][CH:5]2[C:6](=[O:10])[O:7][CH:8]1[CH2:9]2.[CH2:12]1[O:13][CH2:14][CH2:15][CH2:16]1.[NH3:11]>>[Br:1][CH:2]1[CH2:3][CH2:4][CH:5]([C:6](=[O:10])[NH2:11])[CH2:9][CH:8]1[OH:7]. Reactants: O (Water), OC1=C(C=C(C=C1)[N+](=O)[O-])O (1,2-Dihydroxy-4-nitrobenzene), C([O-])([O-])=O.[K+].[K+] (potassium carbonate), C(Br)C1CO1 (epibromohydrin). The solvent is CN(C=O)C (dimethylformamide), C(C)(=O)OCC (ethyl acetate). Reaction conditions: temperature 100 celsius, time 1 hour. The product is [N+](=O)([O-])C=1C=CC2=C(OC(CO2)CO)C1 ((7-nitro-2,3-dihydro-1,4-benzodioxin-2-yl)methanol). The yield is 49.0%. Reaction SMILES: [OH:1][C:2]1[CH:7]=[CH:6][C:5]([N+:8]([O-:10])=[O:9])=[CH:4][C:3]=1[OH:11].C(=O)([O-])[O-].[K+].[K+].[CH2:18]([CH:20]1[O:22][CH2:21]1)Br.O>CN(C)C=O.C(OCC)(=O)C>[N+:8]([C:5]1[CH:6]=[CH:7][C:2]2[O:1][CH2:18][CH:20]([CH2:21][OH:22])[O:11][C:3]=2[CH:4]=1)([O-:10])=[O:9] |f:1.2.3|. Reported procedure: 1,2-Dihydroxy-4-nitrobenzene (5.00 g, 0.032 mol), potassium carbonate (9.67 g, 0.07 mol) and epibromohydrin (5.30 g. 0.039 mol) were dissolved in dimethylformamide (100 ml), which was stirred at 100° C. for 1 hour. Water was added to the reaction mixture, and extraction was conducted using ethyl acetate. The organic layer was washed with water, and concentrated. The residue was purified by alumina column chromatography (development solvent: ethyl acetate). The eluent was washed with a mixed solu... The reactants are S1C(=NC=C1)N1CCNCC1 (1-(2-thiazolyl)piperazine), ClC(C)C1=CC=C(C=C1)CNC(C)=O (N-(4-(1-chloroethyl)phenylmethyl)acetamide). The product is S1C(=NC=C1)N1CCN(CC1)C(C)C1=CC=C(C=C1)CNC(C)=O (N-(4-(1-(4-(Thiazol-2-yl)piperazin-1-yl)ethyl)phenylmethyl)acetamide). As a reaction SMILES: [S:1]1[CH:5]=[CH:4][N:3]=[C:2]1[N:6]1[CH2:11][CH2:10][NH:9][CH2:8][CH2:7]1.Cl[CH:13]([C:15]1[CH:20]=[CH:19][C:18]([CH2:21][NH:22][C:23](=[O:25])[CH3:24])=[CH:17][CH:16]=1)[CH3:14]>>[S:1]1[CH:5]=[CH:4][N:3]=[C:2]1[N:6]1[CH2:7][CH2:8][N:9]([CH:13]([C:15]2[CH:20]=[CH:19][C:18]([CH2:21][NH:22][C:23](=[O:25])[CH3:24])=[CH:17][CH:16]=2)[CH3:14])[CH2:10][CH2:11]1. Procedure details: By similar reaction and treatment to that in Example 1(5) using 1-(2-thiazolyl)piperazine instead of phenylpiperazine and N-(4-(1-chloroethyl)phenylmethyl)acetamide instead of N-(4-chloromethylphenylmethyl) acetamide, the title compound was obtained as a brown oil. Reaction conditions: time 8 hour. Run in C1CCOC1 (THF), CO (methanol). The product is NC1=C(C(=O)O)C=C(C=C1)CCN1CCCC1 (2-amino-5-(2-pyrrolidin-1-yl-ethyl)-benzoic acid), chloride salt. Starting materials: COC(C1=C(C=CC(=C1)CCN1CCCC1)N)=O (2-amino-5-(2-pyrrolidin-1-yl-ethyl)-benzoic acid methyl ester), O (water), [OH-].[Li+] (lithium hydroxide). Reaction SMILES: C[O:2][C:3](=[O:18])[C:4]1[CH:9]=[C:8]([CH2:10][CH2:11][N:12]2[CH2:16][CH2:15][CH2:14][CH2:13]2)[CH:7]=[CH:6][C:5]=1[NH2:17].[OH-].[Li+].O>C1COCC1.CO>[NH2:17][C:5]1[CH:6]=[CH:7][C:8]([CH2:10][CH2:11][N:12]2[CH2:16][CH2:15][CH2:14][CH2:13]2)=[CH:9][C:4]=1[C:3]([OH:18])=[O:2] |f:1.2|. Procedure details: To a solution of 2-amino-5-(2-pyrrolidin-1-yl-ethyl)-benzoic acid methyl ester (1.04 g, 4.19 mmol) in a mixture of THF (8 mL) and methanol (5 mL) was added lithium hydroxide (0.36 g), followed by water (3 mL). The reaction mixture was stirred at room temperature overnight, and then refluxed for 4 hours. After cooling to room temperature, the was solvent concentrated. The pH was adjusted to approximately 5 with 2 N aqueous hydrochloric acid and the residue was evaporated to dryness to give 2-amin... Reactants: C(C1CO1)OCCCC (Butyl glycidyl ether), OC1=CC=C(C=C1)C(C)(C)C1=CC=C(C=C1)O (2,2-bis(p-hydroxyphenyl)propane), epoxy. The reagents and catalysts are [Cl-].C(C1=CC=CC=C1)[N+](C)(C)C (benzyltrimethylammonium chloride). Reaction conditions: time 1 hour. Yields the product OC(CC1=CC=C(C=C1)C(C)(C)C1=CC=C(C=C1)CC(COCCCC)O)COCCCC (2,2-bis(p-(2-Hydroxy-3-butoxypropyl)phenyl)propane). As a reaction SMILES: [CH2:1]([O:5][CH2:6][CH2:7][CH2:8][CH3:9])[CH:2]1[O:4][CH2:3]1.O[C:11]1[CH:16]=[CH:15][C:14]([C:17]([C:20]2[CH:25]=[CH:24][C:23](O)=[CH:22][CH:21]=2)([CH3:19])[CH3:18])=[CH:13][CH:12]=1>[Cl-].C([N+](C)(C)C)C1C=CC=CC=1>[OH:4][CH:2]([CH2:1][O:5][CH2:6][CH2:7][CH2:8][CH3:9])[CH2:3][C:11]1[CH:16]=[CH:15][C:14]([C:17]([C:20]2[CH:25]=[CH:24][C:23]([CH2:3][CH:2]([OH:4])[CH2:1][O:5][CH2:6][CH2:7][CH2:8][CH3:9])=[CH:22][CH:21]=2)([CH3:19])[CH3:18])=[CH:13][CH:12]=1 |f:2.3|. Procedure details: Butyl glycidyl ether (232.5 g), 2,2-bis(p-hydroxyphenyl)propane (171 g), and benzyltrimethylammonium chloride (4 g) were stirred and heated slowly to 100°. The mixture was kept at 100° for 1 hour, then at 110° for 2 hours, 120° for 1 hour, and 150° for 11/2 hours. The product had an epoxy value of 0.2 equiv./kg. Reactants: BrC=1C=C2CC\C(\C2=CC1)=N/O ((E)-5-bromo-2,3-dihydro-1H-inden-1-one oxime), C(C)(=O)OCC (Ethyl acetate). Reagents/catalysts: [Zn] (Zinc). The solvent is C(C)(=O)O (acetic acid). Reaction conditions: time 48 hour. The product is BrC=1C=C2CCC(C2=CC1)N (5-bromo-2,3-dihydro-1H-inden-1-amine). Yield: 59.2%. RXN SMILES: [Br:1][C:2]1[CH:3]=[C:4]2[C:8](=[CH:9][CH:10]=1)/[C:7](=[N:11]/O)/[CH2:6][CH2:5]2.C(OCC)(=O)C>C(O)(=O)C.[Zn]>[Br:1][C:2]1[CH:3]=[C:4]2[C:8](=[CH:9][CH:10]=1)[CH:7]([NH2:11])[CH2:6][CH2:5]2. Reported procedure: Zinc dust (28.0 g, 428 mmol) was added to a suspension of (E)-5-bromo-2,3-dihydro-1H-inden-1-one oxime (19.4 g, 86 mmol) in acetic acid (30 mL). The suspension was stirred at rt for 48 h. The reaction was filtered over Kiezelguhr gel. The residue was rinsed with ethyl acetate (2×100 mL). The combined filtrates were concentrated under reduced pressure to obtain a yellow oil. The yellow oil was partitioned between ethyl acetate (200 mL) and 2 N aq. HCl (200 mL). The acidic layer was separated befo... The product is COc1cc(Nc2ccc(CCCCCc3ccc(Cl)c(Cl)c3)cc2)c(C(=O)O)cc1[N+](=O)[O-]. RXN SMILES: [CH2:38]1[O:39][CH2:40][CH2:41][CH2:42]1.[CH3:1][O:2][C:3]([c:4]1[c:5]([NH:15][c:16]2[cH:17][cH:18][c:19]([CH2:22][CH2:23][CH2:24][CH2:25][CH2:26][c:27]3[cH:28][c:29]([Cl:34])[c:30]([Cl:33])[cH:31][cH:32]3)[cH:20][cH:21]2)[cH:6][c:7]([O:13][CH3:14])[c:8]([N+:10](=[O:11])[O-:12])[cH:9]1)=[O:35].[Na+:37].[OH-:36]>>[O:2]=[C:3]([c:4]1[c:5]([NH:15][c:16]2[cH:17][cH:18][c:19]([CH2:22][CH2:23][CH2:24][CH2:25][CH2:26][c:27]3[cH:28][c:29]([Cl:34])[c:30]([Cl:33])[cH:31][cH:32]3)[cH:20][cH:21]2)[cH:6][c:7]([O:13][CH3:14])[c:8]([N+:10](=[O:11])[O-:12])[cH:9]1)[OH:35]. Starting materials: C1CCOC1, COC(=O)c1cc([N+](=O)[O-])c(OC)cc1Nc1ccc(CCCCCc2ccc(Cl)c(Cl)c2)cc1, [Na+], [OH-].